From a dataset of the Open Reaction Database (ORD), a public repository of structured organic reaction records. describe an organic reaction: reactants, conditions, products, and yield Reactants: C(C)(C)[C@@H]1N=C([C@@](N=C1OC)(C)CC1=CC=CC=C1)OC ((2S,5R)-2,5-dihydro-2-isopropyl-3,6-dimethoxy-5-benzyl-5-methylpyrazine), Cl (HCl), C(C)OCC (diethyl ether), C(C)OCC (diethyl ether). Reaction conditions: time 2 hour. The product is C(C)(C)[C@@]1(N=C([C@H](NC1=O)CC1=CC=CC=C1)OC)C ((2S,5R)-2,5-dihydro-2-isopropyl-6-methoxy-5-benzyl-methyl-pyrazin-3-one). Yield: 69.0%. Reaction SMILES: [CH:1]([C@H:4]1[C:9]([O:10]C)=[N:8][C@@:7]([CH2:13][C:14]2[CH:19]=[CH:18][CH:17]=[CH:16][CH:15]=2)(C)[C:6]([O:20][CH3:21])=[N:5]1)([CH3:3])[CH3:2].Cl.[CH2:23](OCC)C>>[CH:1]([C@@:4]1([CH3:23])[C:9](=[O:10])[NH:8][C@H:7]([CH2:13][C:14]2[CH:15]=[CH:16][CH:17]=[CH:18][CH:19]=2)[C:6]([O:20][CH3:21])=[N:5]1)([CH3:2])[CH3:3]. Reported procedure: 1.44 g of (2S,5R)-2,5-dihydro-2-isopropyl-3,6-dimethoxy-5-benzyl-5-methylpyrazine in 30 ml of diethyl ether were treated at room temperature with 25 ml of 0.2N HCl in diethyl ether. After 2 h, the mixture was evaporated in vacuo. Distillation of the residue gave 0.94 g (69%) of crude (2S,5R)-2,5-dihydro-2-isopropyl-6-methoxy-5-benzyl-methyl-pyrazin-3-one, boiling point 170° C./0.005 Torr. The reactants are C(C)(=O)OC1CNCC1 (3-acetoxy pyrrolidine), CN(C(C)=O)CC#C (N-methyl-N-propargyl acetamide), C=O (paraformaldehyde), cuprous chloride, C([O-])(O)=O.[Na+] (sodium bicarbonate). Run in O1CCOCC1 (dioxane), C(C)(=O)O (acetic acid), ClCCl (dichloromethane). Product: C(C)(=O)OC1CN(CC1)CC#CCN(C(C)=O)C ((Racemic)-N-[4-[3-(Acetyloxy)-1-pyrrolidinyl]-2-butynyl]-N-methyl acetamide). RXN SMILES: [C:1]([O:4][CH:5]1[CH2:9][CH2:8][NH:7][CH2:6]1)(=[O:3])[CH3:2].[CH3:10][N:11]([CH2:15][C:16]#[CH:17])[C:12](=[O:14])[CH3:13].C=O.[C:20](=O)(O)[O-].[Na+]>ClCCl.O1CCOCC1.C(O)(=O)C>[C:1]([O:4][CH:5]1[CH2:9][CH2:8][N:7]([CH2:20][C:17]#[C:16][CH2:15][N:11]([CH3:10])[C:12](=[O:14])[CH3:13])[CH2:6]1)(=[O:3])[CH3:2] |f:3.4|. Procedure: A mixture of 1.17 g of 3-acetoxy pyrrolidine, 1.2 g of N-methyl-N-propargyl acetamide, 465 mg of paraformaldehyde, 200 mg of cuprous chloride, 1.5 ml of acetic acid and 50 ml of dioxane was stirred at reflux under argon for 75 minutes. A 100 ml portion of dichloromethane was added followed by the addition of 50 ml of 10% aqueous sodium bicarbonate. The phases were separated, sodium chloride was added to the aqueous phase and the aqueous phase was reextracted with dichloromethane. The organic sol... Reactants: C(Cl)Cl (methylene chloride), COC=1C=C2C=CC(=CC2=CC1)SCC(CC(=O)[O-])=O (4-(6-methoxy-2-naphthylthio)-3-oxobutanoate), ( 100 ), B(Br)(Br)Br (boron tribromide). Run in CO (methanol). Reaction conditions: time 2 hour. Yields the product OC=1C=C2C=CC(=CC2=CC1)SCC(CC(=O)OC)=O (methyl 4-(6-hydroxy-2-naphthylthio)-3-oxobutanoate). Reaction SMILES: [CH2:1](Cl)Cl.C[O:5][C:6]1[CH:7]=[C:8]2[C:13](=[CH:14][CH:15]=1)[CH:12]=[C:11]([S:16][CH2:17][C:18](=[O:23])[CH2:19][C:20]([O-:22])=[O:21])[CH:10]=[CH:9]2.B(Br)(Br)Br>CO>[OH:5][C:6]1[CH:7]=[C:8]2[C:13](=[CH:14][CH:15]=1)[CH:12]=[C:11]([S:16][CH2:17][C:18](=[O:23])[CH2:19][C:20]([O:22][CH3:1])=[O:21])[CH:10]=[CH:9]2. Procedure details: A dry methylene chloride solution of 102.8 mg (0.34 mmol) of 4-(6-methoxy-2-naphthylthio)-3-oxobutanoate was cooled to -78° C., one hundred (100) μl (0.97 mmol) of boron tribromide was added, and the reaction was carried out from -78° C. to room temperature for 2 hours. Then dry methanol (3 ml) was added, and the mixture was stirred over one day and night at room temperature. The mixture was extracted with ethyl acetate, and the organic layer was washed with saturated aqueous sodium chloride, fo... The reactants are C(C)OC(C(CC1=CC(=CC=C1)O)(OC1=CC=CC=C1)C)=O (3-(3-Hydroxy-phenyl)-2-methyl-2-phenoxy-propionic acid ethyl ester), CN1C(N(CC1CCOS(=O)(=O)C1=CC=C(C=C1)C)CC1=CC=C(C=C1)C(F)(F)F)=O (Toluene-4-sulfonic acid 2-[3-methyl-2-oxo-1-(4-trifluoromethyl-benzyl)-imidazolidin-4-yl]-ethyl ester), C(=O)([O-])[O-].[Cs+].[Cs+] (Cs2CO3). Solvent: CN(C)C=O (DMF). Run at temperature 55 celsius. Product: C(C)OC(C(CC1=CC(=CC=C1)OCCC1N(C(N(C1)CC1=CC=C(C=C1)C(F)(F)F)=O)C)(OC1=CC=CC=C1)C)=O (2-Methyl-3-(3-{2-[3-methyl-2-oxo-1-(4-trifluoromethyl-benzyl)-imidazolidin-4-yl]-ethoxy}-phenyl)-2-phenoxy-propionic acid ethyl ester). As a reaction SMILES: [CH2:1]([O:3][C:4](=[O:22])[C:5]([CH3:21])([O:14][C:15]1[CH:20]=[CH:19][CH:18]=[CH:17][CH:16]=1)[CH2:6][C:7]1[CH:12]=[CH:11][CH:10]=[C:9]([OH:13])[CH:8]=1)[CH3:2].[CH3:23][N:24]1[CH:28]([CH2:29][CH2:30]OS(C2C=CC(C)=CC=2)(=O)=O)[CH2:27][N:26]([CH2:42][C:43]2[CH:48]=[CH:47][C:46]([C:49]([F:52])([F:51])[F:50])=[CH:45][CH:44]=2)[C:25]1=[O:53].C([O-])([O-])=O.[Cs+].[Cs+]>CN(C=O)C>[CH2:1]([O:3][C:4](=[O:22])[C:5]([CH3:21])([O:14][C:15]1[CH:20]=[CH:19][CH:18]=[CH:17][CH:16]=1)[CH2:6][C:7]1[CH:12]=[CH:11][CH:10]=[C:9]([O:13][CH2:30][CH2:29][CH:28]2[CH2:27][N:26]([CH2:42][C:43]3[CH:48]=[CH:47][C:46]([C:49]([F:51])([F:52])[F:50])=[CH:45][CH:44]=3)[C:25](=[O:53])[N:24]2[CH3:23])[CH:8]=1)[CH3:2] |f:2.3.4|. Procedure details: To a solution of 3-(3-Hydroxy-phenyl)-2-methyl-2-phenoxy-propionic acid ethyl ester (Isomer 2) (43 mg, 0.143 mmol,) and Toluene-4-sulfonic acid 2-[3-methyl-2-oxo-1-(4-trifluoromethyl-benzyl)-imidazolidin-4-yl]-ethyl ester (Isomer 2) (72 mg, 0.157 mmol) in DMF (1 ml) at 23° C. is added Cs2CO3 (61 mg, 0.186 mmol) and the suspension heated at 55° C. for 7 hours. The mixture is cooled, filtered, and the filter cake washed with DMF (10 ml). The filtrate is poured into 1N HCl (35 ml) and extracted wit... The reactants are ClC=1C=C(C=CC1)NC1=NC=C(C2=C1C=CN2C)C(=O)O (4-[(3-chlorophenyl)amino]-1-methyl-1H-pyrrolo[3,2-c]pyridine-7-carboxylic acid), ON1N=NC2=C1C=CC=C2 (1-hydroxybenzotriazole), C(C)N1CCOCC1 (N-ethylmorpholine), Cl.C(C)N=C=NCCCN(C)C (1-ethyl-3-(3-dimethylaminopropyl)carbodiimide hydrochloride), N1CCOCC1 (morpholine). Solvent: CN(C=O)C (dimethylformamide). Conditions: time 24 hour. Yields the product ClC=1C=C(C=CC1)NC1=NC=C(C2=C1C=CN2C)C(=O)N2CCOCC2 (N-(3-Chlorophenyl)-1-methyl-7-(4-morpholinylcarbonyl)-1H-pyrrolo[3,2-c]pyridin-4-amine). As a reaction SMILES: [Cl:1][C:2]1[CH:3]=[C:4]([NH:8][C:9]2[C:14]3[CH:15]=[CH:16][N:17]([CH3:18])[C:13]=3[C:12]([C:19](O)=[O:20])=[CH:11][N:10]=2)[CH:5]=[CH:6][CH:7]=1.ON1C2C=CC=CC=2N=N1.C([N:34]1[CH2:39][CH2:38][O:37][CH2:36][CH2:35]1)C.Cl.C(N=C=NCCCN(C)C)C.N1CCOCC1>CN(C)C=O>[Cl:1][C:2]1[CH:3]=[C:4]([NH:8][C:9]2[C:14]3[CH:15]=[CH:16][N:17]([CH3:18])[C:13]=3[C:12]([C:19]([N:34]3[CH2:39][CH2:38][O:37][CH2:36][CH2:35]3)=[O:20])=[CH:11][N:10]=2)[CH:5]=[CH:6][CH:7]=1 |f:3.4|. Procedure details: A solution of 4-[(3-chlorophenyl)amino]-1-methyl-1H-pyrrolo[3,2-c]pyridine-7-carboxylic acid (25.0 g) in dry dimethylformamide (300 ml), was treated with 1-hydroxybenzotriazole (14.00 g), N-ethylmorpholine (42 ml), 1-ethyl-3-(3-dimethylaminopropyl)carbodiimide hydrochloride (19.03 g) and morpholine (14.4 ml) at 23° C. under argon with stirring. After 24 h, the solution was evaporated in vacuo and treated with aqueous saturated sodium carbonate (200 ml) and water (300 ml). The mixture was extract... Yields the product CC(C)(C)S(=O)(=O)CC(Cc1ccccc1)C(=O)NC(Cc1cn(-c2ccc([N+](=O)[O-])cc2[N+](=O)[O-])cn1)C(=O)O. The reactants are COC(=O)C(Cc1cn(-c2ccc([N+](=O)[O-])cc2[N+](=O)[O-])cn1)NC(=O)C(Cc1ccccc1)CS(=O)(=O)C(C)(C)C, Cl, C1COCCO1. Reaction SMILES: [CH3:1][O:2][C:3]([CH:4]([NH:5][C:6]([CH:7]([CH2:8][c:9]1[cH:10][cH:11][cH:12][cH:13][cH:14]1)[CH2:15][S:16](=[O:17])(=[O:18])[C:19]([CH3:20])([CH3:21])[CH3:22])=[O:23])[CH2:24][c:25]1[cH:26][n:27](-[c:30]2[c:31]([N+:39](=[O:40])[O-:41])[cH:32][c:33]([N+:36](=[O:37])[O-:38])[cH:34][cH:35]2)[cH:28][n:29]1)=[O:42].[ClH:43].[O:44]1[CH2:45][CH2:46][O:47][CH2:48][CH2:49]1>>[O:2]=[C:3]([CH:4]([NH:5][C:6]([CH:7]([CH2:8][c:9]1[cH:10][cH:11][cH:12][cH:13][cH:14]1)[CH2:15][S:16](=[O:17])(=[O:18])[C:19]([CH3:20])([CH3:21])[CH3:22])=[O:23])[CH2:24][c:25]1[cH:26][n:27](-[c:30]2[c:31]([N+:39](=[O:40])[O-:41])[cH:32][c:33]([N+:36](=[O:37])[O-:38])[cH:34][cH:35]2)[cH:28][n:29]1)[OH:42].